Dataset: the Open Reaction Database (ORD), a public repository of structured organic reaction records. Task: describe an organic reaction: reactants, conditions, products, and yield Starting materials: CCCCCC (hexane), C(=O)O (formic acid), ClC=1C=C(C=CC1Cl)N1N=C(C(C1)C)NC=O (N-[1-(3,4-Dichlorophenyl)-4-methyl-2-pyrazolin-3-yl]-formamide), ice water. The solvent is ClCCl (dichloromethane). Reaction conditions: time 3 hour. The product is ClC1=CC=C(C=C1)N1N=C(CC1C)NC=O (N-[1-(p-Chlorophenyl)-5-methyl-2-pyrazolin-3-yl]formamide). RXN SMILES: [CH:1](O)=O.Cl[C:5]1[CH:6]=[C:7]([N:12]2[CH2:16][CH:15](C)[C:14]([NH:18][CH:19]=[O:20])=[N:13]2)[CH:8]=[CH:9][C:10]=1[Cl:11].CCCCCC>ClCCl>[Cl:11][C:10]1[CH:5]=[CH:6][C:7]([N:12]2[CH:16]([CH3:1])[CH2:15][C:14]([NH:18][CH:19]=[O:20])=[N:13]2)=[CH:8][CH:9]=1. Reported procedure: A 4.8 g. amount of the above compound is dissolved in 25.0 ml. of a mixture of formic acid and acetic anhydride (Example 15). The reaction mixture is allowed to remain at room temperature for 3 hours, then ice water is added to separate a gum. The aqueous phase is decanted and the gum is dissolved in dichloromethane. The solution is dried over magnesium sulfate and passed through a hydrous magnesium silicate. The effluent is evaporated leaving a gum. The gum is dissolved in dichloromethane. The ... Reactants: O=C([O-])[O-], C1CCOC1, Cc1ccccc1, ClCCl, CCCc1cc(N)c(NC(C)=O)cn1, [Na+], [Na+]. Product: CCCc1cc(N)c(NCC)cn1. RXN SMILES: [C:22](=[O:23])([O-:24])[O-:25].[CH2:28]1[O:29][CH2:30][CH2:31][CH2:32]1.[CH3:15][c:16]1[cH:17][cH:18][cH:19][cH:20][cH:21]1.[Cl:33][CH2:34][Cl:35].[NH2:1][c:2]1[c:3]([NH:11][C:12]([CH3:13])=[O:14])[cH:4][n:5][c:6]([CH2:8][CH2:9][CH3:10])[cH:7]1.[Na+:26].[Na+:27]>>[NH2:1][c:2]1[c:3]([NH:11][CH2:12][CH3:13])[cH:4][n:5][c:6]([CH2:8][CH2:9][CH3:10])[cH:7]1.